This data is from the Open Reaction Database (ORD), a public repository of structured organic reaction records. The task is: describe an organic reaction: reactants, conditions, products, and yield The reactants are CCOC(=O)CNC(=O)OC, CC(=O)OC(C)=O, CC(=O)O, c1ccc(OP(Oc2ccccc2)Oc2ccccc2)cc1. Yields the product CCOC(=O)CN(CP(=O)(Oc1ccccc1)Oc1ccccc1)C(=O)OC. As a reaction SMILES: [CH2:1]([CH3:2])[O:3][C:4]([CH2:5][NH:6][C:7](=[O:8])[O:9][CH3:10])=[O:11].[CH3:12][C:13]([O:14][C:15](=[O:16])[CH3:17])=[O:18].[CH3:41][C:42](=[O:43])[OH:44].[P:19]([O:20][c:21]1[cH:22][cH:23][cH:24][cH:25][cH:26]1)([O:27][c:28]1[cH:29][cH:30][cH:31][cH:32][cH:33]1)[O:34][c:35]1[cH:36][cH:37][cH:38][cH:39][cH:40]1>>[CH2:1]([CH3:2])[O:3][C:4]([CH2:5][N:6]([C:7](=[O:8])[O:9][CH3:10])[CH2:12][P:19](=[O:20])([O:27][c:28]1[cH:29][cH:30][cH:31][cH:32][cH:33]1)[O:34][c:35]1[cH:36][cH:37][cH:38][cH:39][cH:40]1)=[O:11].